This data is from the Open Reaction Database (ORD), a public repository of structured organic reaction records. The task is: describe an organic reaction: reactants, conditions, products, and yield The reactants are ClC1=C(C(=O)O)C=CC=C1OC (2-chloro-3-methoxybenzoic acid), C1(CC1)CC(CN)C=1C=NC(=CC1)C(F)(F)F (3-cyclopropyl-2-(6-(trifluoromethyl)pyridin-3-yl)propan-1-amine). Yields the product ClC1=C(C(=O)NCC(CC2CC2)C=2C=NC(=CC2)C(F)(F)F)C=CC=C1OC (2-chloro-N-[3-cyclopropyl-2-[6-(trifluoromethyl)-3-pyridyl]propyl]-3-methoxybenzamide). As a reaction SMILES: [Cl:1][C:2]1[C:10]([O:11][CH3:12])=[CH:9][CH:8]=[CH:7][C:3]=1[C:4]([OH:6])=O.[CH:13]1([CH2:16][CH:17]([C:20]2[CH:21]=[N:22][C:23]([C:26]([F:29])([F:28])[F:27])=[CH:24][CH:25]=2)[CH2:18][NH2:19])[CH2:15][CH2:14]1>>[Cl:1][C:2]1[C:10]([O:11][CH3:12])=[CH:9][CH:8]=[CH:7][C:3]=1[C:4]([NH:19][CH2:18][CH:17]([C:20]1[CH:21]=[N:22][C:23]([C:26]([F:29])([F:27])[F:28])=[CH:24][CH:25]=1)[CH2:16][CH:13]1[CH2:14][CH2:15]1)=[O:6]. Procedure details: From 2-chloro-3-methoxybenzoic acid and 3-cyclopropyl-2-(6-(trifluoromethyl)pyridin-3-yl)propan-1-amine. LCMS (MH+): m/z=413.1, tR (minutes, Method G)=2.84 The reactants are NC1=C(C=CC=C1C(F)(F)F)C(=O)C1=CC(=CC=C1)O ([2-amino-3-(trifluoromethyl)phenyl]-(3-hydroxy-phenyl)methanone), C1(=CC(=CC=C1)CC=O)C (m-Tolyl-acetaldehyde). The product is CC=1C=C(C=CC1)C=1C=NC2=C(C=CC=C2C1C=1C=C(C=CC1)O)C(F)(F)F (3-[3-(3-METHYLPHENYL)-8-(TRIFLUOROMETHYL)QUINOLIN-4-YL]PHENOL). As a reaction SMILES: [NH2:1][C:2]1[C:7]([C:8]([F:11])([F:10])[F:9])=[CH:6][CH:5]=[CH:4][C:3]=1[C:12]([C:14]1[CH:19]=[CH:18][CH:17]=[C:16]([OH:20])[CH:15]=1)=O.[C:21]1([CH3:30])[CH:26]=[CH:25][CH:24]=[C:23]([CH2:27][CH:28]=O)[CH:22]=1>>[CH3:30][C:21]1[CH:22]=[C:23]([C:27]2[CH:28]=[N:1][C:2]3[C:3]([C:12]=2[C:14]2[CH:15]=[C:16]([OH:20])[CH:17]=[CH:18][CH:19]=2)=[CH:4][CH:5]=[CH:6][C:7]=3[C:8]([F:11])([F:10])[F:9])[CH:24]=[CH:25][CH:26]=1. Procedure: The title compound was prepared from [2-amino-3-(trifluoromethyl)phenyl]-(3-hydroxy-phenyl)methanone and m-Tolyl-acetaldehyde following the procedure of Example 457: MS (ES) m/z 378.0; HRMS: calcd for C23H16F3NO+H+, 380.12567; found (ESI, [M+H]+), 380.1263. Reactants: FC1=C(C=CC=C1)[N+](=O)[O-] (2-fluoronitrobenzene), ice, [H-].[Na+] (sodium hydride), NC1=C(N(C(=C1)C)C)C(=O)OCC (ethyl 3-amino-1,5-dimethyl-1H-pyrrole-2-carboxylate), N#N (N2). Run in CN(C=O)C (dimethylformamide). Run at time 1 hour. Product: CN1C(=C(C=C1C)NC1=C(C=CC=C1)[N+](=O)[O-])C(=O)OCC (Ethyl 1,5-dimethyl-3-(2-nitrophenyl)amino-1H-pyrrole-2-carboxylate). RXN SMILES: [H-].[Na+].[NH2:3][C:4]1[CH:8]=[C:7]([CH3:9])[N:6]([CH3:10])[C:5]=1[C:11]([O:13][CH2:14][CH3:15])=[O:12].N#N.F[C:19]1[CH:24]=[CH:23][CH:22]=[CH:21][C:20]=1[N+:25]([O-:27])=[O:26]>CN(C)C=O>[CH3:10][N:6]1[C:7]([CH3:9])=[CH:8][C:4]([NH:3][C:19]2[CH:24]=[CH:23][CH:22]=[CH:21][C:20]=2[N+:25]([O-:27])=[O:26])=[C:5]1[C:11]([O:13][CH2:14][CH3:15])=[O:12] |f:0.1|. Procedure: 6.0 g (0.2 mole) of commercially available 80% sodium hydride (in paraffin) are added to a solution of 18.2 g (0.1 mole) of ethyl 3-amino-1,5-dimethyl-1H-pyrrole-2-carboxylate in 200 ml of dry dimethylformamide at 0° C. under an inert gas atmosphere (N2). After 1 hour, the evolution of gas has subsided. 28 g (0.2 mole) of 2-fluoronitrobenzene are added dropwise in the course of 30 minutes. After 3 hours, the mixture is allowed to come to room temperature and is poured on to 100 g of ice and extr... Reactants: S1C(=CC=C1CCCCCCOCC1(COC1)CC)C=1SC=CC1 (3-(6-[2,2′]bithiophenyl-5-yl-hexyloxymethyl)-3-ethyl-oxetane), C(CCC)[Li] (n-butyllithium), resultant mixture, C(C)(C)OB1OC(C(O1)(C)C)(C)C (2-isopropoxy-4,4,5,5-tetramethyl-1,3,2-dioxaborolane). Yields the product C(C)C1(COC1)COCCCCCCC1=CC=C(S1)C=1SC(=CC1)B1OC(C(O1)(C)C)(C)C (2-{5′-[6-(3-ethyl-oxetan-3-ylmethoxy)hexyl]-[2,2′]bithiophenyl-5-yl}-4,4,5,5-tetramethyl-[1,3,2]dioxaborolane). Conditions: time 2 hour. Reaction SMILES: [S:1]1[C:5]([CH2:6][CH2:7][CH2:8][CH2:9][CH2:10][CH2:11][O:12][CH2:13][C:14]2([CH2:18][CH3:19])[CH2:17][O:16][CH2:15]2)=[CH:4][CH:3]=[C:2]1[C:20]1[S:21][CH:22]=[CH:23][CH:24]=1.C([Li])CCC.C(O[B:34]1[O:38][C:37]([CH3:40])([CH3:39])[C:36]([CH3:42])([CH3:41])[O:35]1)(C)C>C1COCC1>[CH2:18]([C:14]1([CH2:13][O:12][CH2:11][CH2:10][CH2:9][CH2:8][CH2:7][CH2:6][C:5]2[S:1][C:2]([C:20]3[S:21][C:22]([B:34]4[O:38][C:37]([CH3:40])([CH3:39])[C:36]([CH3:42])([CH3:41])[O:35]4)=[CH:23][CH:24]=3)=[CH:3][CH:4]=2)[CH2:17][O:16][CH2:15]1)[CH3:19]. Procedure details: To a stirred solution of 3-(6-[2,2′]bithiophenyl-5-yl-hexyloxymethyl)-3-ethyl-oxetane (6.0 g, 16.46 mmol) in anhydrous THF (100 ml) was added n-butyllithium (2.5 M in hexanes, 7.0 ml, 17.50 mmol) dropwise at −78° C. under nitrogen. After complete addition, the mixture was allowed to warm to room temperature, with stirring, over 2 h, followed by the addition of 2-isopropoxy-4,4,5,5-tetramethyl-1,3,2-dioxaborolane (3.26 g, 17.5 mmol). The resultant mixture was stirred overnight at room temperature... Solvent: C1CCOC1 (THF). Isolated yield 56.1%. Conditions: time 3.5 hour. The yield is 83.1%. Product: C(C)(C)(C)OC(=O)NC1=CN=C(N(C1=O)C(CCC(=O)NCC=1C(C(C=CC1N1C(C=CC=C1)=O)=O)=O)CCCC)C1=CC=CC=C1 (2-(5-t-Butyloxycarbonylamino-6-oxo-2-phenyl-1,6-dihydropyrimidine-1-yl)-N-{2,3-dioxo-6-(2-oxo-1,2-dihydropyridine-1-yl)-1-phenylmethyl}hexylacetamide). The solvent is C(C)(=O)OCC (ethyl acetate), CS(=O)C (dimethylsulfoxide). As a reaction SMILES: [C:1]([O:5][C:6]([NH:8][C:9]1[C:14](=[O:15])[N:13]([CH:16]([CH2:38][CH2:39][CH2:40][CH3:41])[CH2:17][CH2:18][C:19]([NH:21][CH2:22][C:23]2[CH:24]([OH:37])[C:25](=[O:36])[CH:26]=[CH:27][C:28]=2[N:29]2[CH:34]=[CH:33][CH:32]=[CH:31][C:30]2=[O:35])=[O:20])[C:12]([C:42]2[CH:47]=[CH:46][CH:45]=[CH:44][CH:43]=2)=[N:11][CH:10]=1)=[O:7])([CH3:4])([CH3:3])[CH3:2].Cl.CN(C)CCCN=C=NCC.FC(F)(F)C([O-])=O.[NH+]1C=CC=CC=1>CS(C)=O.C(OCC)(=O)C>[C:1]([O:5][C:6]([NH:8][C:9]1[C:14](=[O:15])[N:13]([CH:16]([CH2:38][CH2:39][CH2:40][CH3:41])[CH2:17][CH2:18][C:19]([NH:21][CH2:22][C:23]2[C:24](=[O:37])[C:25](=[O:36])[CH:26]=[CH:27][C:28]=2[N:29]2[CH:34]=[CH:33][CH:32]=[CH:31][C:30]2=[O:35])=[O:20])[C:12]([C:42]2[CH:43]=[CH:44][CH:45]=[CH:46][CH:47]=2)=[N:11][CH:10]=1)=[O:7])([CH3:2])([CH3:3])[CH3:4] |f:1.2,3.4|. Procedure details: 2-(5-t-Butyloxycarbonylamino-6-oxo-2-phenyl-1,6-dihydropyrimidine-1-yl)-N-{2-hydroxy-3-oxo-6-(2-oxo-1,2-dihydropyridine-1-yl)-1-phenylmethyl}hexylacetamide (115 mg, 0.18 mmol) was dissolved in dimethylsulfoxide (2 ml), under argon atmosphere, and 1-(3-dimethylaminopropyl)-3-ethylcarbodiimide hydrochloride (103 mg, 0.54 mmol) and pyridinium trifluoroacetate (17 mg, 0.1 mmol) were added to it, and the mixture was stirred for 3.5 hours. The reaction solution was diluted with ethyl acetate and washe... The reactants are Cl.CN(CCCN=C=NCC)C (1-(3-dimethylaminopropyl)-3-ethylcarbodiimide hydrochloride), FC(C(=O)[O-])(F)F.[NH+]1=CC=CC=C1 (pyridinium trifluoroacetate), C(C)(C)(C)OC(=O)NC1=CN=C(N(C1=O)C(CCC(=O)NCC=1C(C(C=CC1N1C(C=CC=C1)=O)=O)O)CCCC)C1=CC=CC=C1 (2-(5-t-Butyloxycarbonylamino-6-oxo-2-phenyl-1,6-dihydropyrimidine-1-yl)-N-{2-hydroxy-3-oxo-6-(2-oxo-1,2-dihydropyridine-1-yl)-1-phenylmethyl}hexylacetamide). The product is [I-], CC(C)(C)[Si](C)(C)Oc1cccc([Mg+])c1. As a reaction SMILES: [CH2:21]1[O:22][CH2:23][CH2:24][CH2:25]1.[CH:17]([CH3:18])([CH3:19])[Mg+:20].[Cl-:16].[I:1][c:2]1[cH:3][c:4]([O:5][Si:6]([CH3:7])([CH3:8])[C:9]([CH3:10])([CH3:11])[CH3:12])[cH:13][cH:14][cH:15]1>>[I-:1].[c:2]1([Mg+:20])[cH:3][c:4]([O:5][Si:6]([CH3:7])([CH3:8])[C:9]([CH3:10])([CH3:11])[CH3:12])[cH:13][cH:14][cH:15]1. Reactants: C1CCOC1, CC(C)[Mg+], [Cl-], CC(C)(C)[Si](C)(C)Oc1cccc(I)c1. Reaction SMILES: [CH3:1][O:2][C:3]1[C:8]([NH:9][C:10](=[O:16])[O:11][C:12]([CH3:15])([CH3:14])[CH3:13])=[CH:7][CH:6]=[CH:5][N:4]=1.C([Li])(C)(C)C.C1C=CC(S(N(S(C2C=CC=CC=2)(=O)=O)[F:32])(=O)=O)=CC=1.C(O)(=O)C>O1CCCC1.CCCCC.O.CCOCC>[F:32][C:7]1[CH:6]=[CH:5][N:4]=[C:3]([O:2][CH3:1])[C:8]=1[NH:9][C:10](=[O:16])[O:11][C:12]([CH3:13])([CH3:15])[CH3:14]. Procedure details: To a solution of 8 g (35.7 mmol) of t-butyl N-(2-methoxy-3-pyridyl)carbamate in 200 mL of dry tetrahydrofuran was added with stirring at -60° C., 46.2 mL (78.5 mmol) of 1.7M t-butyl lithium in pentane. The resulting solution was allowed to warm slowly with stirring to -20° C. over a 20 to 30 min period. It was then cooled to about -60° C. and 12.2 g (38.7 mmol) of N-fluorodibenzenesulfonimide was added with stirring all at once. The mixture was allowed to warm to -20° C. and was poured into 500 ... Yields the product FC1=C(C(=NC=C1)OC)NC(OC(C)(C)C)=O (t-butyl N-(4-Fluoro-2-methoxy-3-pyridinyl)carbamate). Run in CCOCC (ether), O (water), O1CCCC1 (tetrahydrofuran), CCCCC (pentane). The reactants are C(C)(C)(C)[Li] (t-butyl lithium), C(C)(=O)O (acetic acid), COC1=NC=CC=C1NC(OC(C)(C)C)=O (t-butyl N-(2-methoxy-3-pyridyl)carbamate), C1=CC=C(C=C1)S(=O)(=O)N(F)S(=O)(=O)C2=CC=CC=C2 (N-fluorodibenzenesulfonimide). Run at temperature -60 celsius.